Dataset: the Open Reaction Database (ORD), a public repository of structured organic reaction records. Task: describe an organic reaction: reactants, conditions, products, and yield Reactants: CC1(C)OB(c2c(CBr)ccc3ccccc23)OC1(C)C, Cc1cc(C)c(N)c(C)c1, [K+], [K+], O=C([O-])[O-], CN(C)C=O, O. Yields the product Cc1cc(C)c(NCc2ccc3ccccc3c2B2OC(C)(C)C(C)(C)O2)c(C)c1. Reaction SMILES: [Br:11][CH2:12][c:13]1[c:14]([B:23]2[O:24][C:25]([CH3:30])([CH3:31])[C:26]([CH3:28])([CH3:29])[O:27]2)[c:15]2[cH:16][cH:17][cH:18][cH:19][c:20]2[cH:21][cH:22]1.[CH3:1][c:2]1[c:3]([NH2:4])[c:5]([CH3:10])[cH:6][c:7]([CH3:9])[cH:8]1.[K+:32].[K+:33].[O-:34][C:35]([O-:36])=[O:37].[O:39]=[CH:40][N:41]([CH3:42])[CH3:43].[OH2:38]>>[CH3:1][c:2]1[c:3]([NH:4][CH2:12][c:13]2[c:14]([B:23]3[O:24][C:25]([CH3:30])([CH3:31])[C:26]([CH3:28])([CH3:29])[O:27]3)[c:15]3[cH:16][cH:17][cH:18][cH:19][c:20]3[cH:21][cH:22]2)[c:5]([CH3:10])[cH:6][c:7]([CH3:9])[cH:8]1.